From a dataset of the Open Reaction Database (ORD), a public repository of structured organic reaction records. describe an organic reaction: reactants, conditions, products, and yield The reactants are C(C)OC1=CC(=CC2=C1OC(C(N2)=O)C)C=O (8-Ethoxy-2-methyl-3-oxo-3,4-dihydro-2H-benzo[b][1,4]oxazine-6-carbaldehyde), ClC=1C=C(C(=O)NCC)C=CC1N1CCNCC1 (3-Chloro-N-ethyl-4-(piperazin-1-yl)benzamide). The product is ClC=1C=C(C(=O)NCC)C=CC1N1CCN(CC1)CC1=CC2=C(OC(C(N2)=O)C)C(=C1)OCC (3-Chloro-4-(4-((8-ethoxy-2-methyl-3-oxo-3,4-dihydro-2H-benzo[b][1,4]oxazin-6-yl)methyl)piperazin-1-yl)-N-ethylbenzamide). Reaction SMILES: [CH2:1]([O:3][C:4]1[C:9]2[O:10][CH:11]([CH3:15])[C:12](=[O:14])[NH:13][C:8]=2[CH:7]=[C:6]([CH:16]=O)[CH:5]=1)[CH3:2].[Cl:18][C:19]1[CH:20]=[C:21]([CH:27]=[CH:28][C:29]=1[N:30]1[CH2:35][CH2:34][NH:33][CH2:32][CH2:31]1)[C:22]([NH:24][CH2:25][CH3:26])=[O:23]>>[Cl:18][C:19]1[CH:20]=[C:21]([CH:27]=[CH:28][C:29]=1[N:30]1[CH2:31][CH2:32][N:33]([CH2:16][C:6]2[CH:5]=[C:4]([O:3][CH2:1][CH3:2])[C:9]3[O:10][CH:11]([CH3:15])[C:12](=[O:14])[NH:13][C:8]=3[CH:7]=2)[CH2:34][CH2:35]1)[C:22]([NH:24][CH2:25][CH3:26])=[O:23]. Reported procedure: Using 398B and 3-chloro-N-ethyl-4-(piperazin-1-yl)benzamide 286 in the general procedure for reductive aminations, the title compound was obtained as a white solid: 1H NMR (400 MHz, DMSO-d6) δ ppm 1.11 (t, J=7.20 Hz, 3H) 1.29-1.38 (m, 3H) 1.38-1.47 (m, 3H) 2.52-2.59 (m, 4H) 3.05 (br. s., 4H) 3.20-3.31 (m, 2H) 3.43 (s, 2H) 3.99-4.09 (m, 2H) 4.55-4.65 (m, 1H) 6.51 (d, J=1.77 Hz, 1H) 6.60-6.67 (m, 1H) 7.19 (d, J=8.59 Hz, 1H) 7.77 (dd, J=8.59, 2.02 Hz, 1H) 7.88 (d, J=2.02 Hz, 1H) 8.44 (t, J=5.56 Hz,... Starting materials: O=C(OCc1ccccc1)C1CCCCN1c1nc2cc(Cl)ccc2o1, [Li+], [OH-]. The product is O=C(O)C1CCCCN1c1nc2cc(Cl)ccc2o1. RXN SMILES: [Cl:1][c:2]1[cH:3][cH:4][c:5]2[c:6]([n:7][c:8]([N:10]3[CH:11]([C:16](=[O:17])[O:18][CH2:19][c:20]4[cH:21][cH:22][cH:23][cH:24][cH:25]4)[CH2:12][CH2:13][CH2:14][CH2:15]3)[o:9]2)[cH:26]1.[Li+:27].[OH-:28]>>[Cl:1][c:2]1[cH:3][cH:4][c:5]2[c:6]([n:7][c:8]([N:10]3[CH:11]([C:16](=[O:17])[OH:18])[CH2:12][CH2:13][CH2:14][CH2:15]3)[o:9]2)[cH:26]1. Reactants: Cc1cn2c(Br)cnc2c(NCc2ccc(S(N)(=O)=O)cc2)n1, CC1(C)OB(c2ccc(O)cc2)OC1(C)C, [K+], [K+], O=C([O-])[O-], CC(=O)[O-], CC(=O)[O-], CN(C)C=O, O, [Pd+2]. Product: Cc1cn2c(-c3ccc(O)cc3)cnc2c(NCc2ccc(S(N)(=O)=O)cc2)n1. Reaction SMILES: [Br:1][c:2]1[cH:3][n:4][c:5]2[n:6]1[cH:7][c:8]([CH3:23])[n:9][c:10]2[NH:11][CH2:12][c:13]1[cH:14][cH:15][c:16]([S:19](=[O:20])(=[O:21])[NH2:22])[cH:17][cH:18]1.[CH3:24][C:25]1([CH3:26])[C:27]([CH3:28])([CH3:29])[O:30][B:31]([c:32]2[cH:33][cH:34][c:35]([OH:38])[cH:36][cH:37]2)[O:39]1.[K+:40].[K+:41].[O-:42][C:43]([O-:44])=[O:45].[O-:53][C:54]([CH3:55])=[O:56].[O-:57][C:58]([CH3:59])=[O:60].[O:47]=[CH:48][N:49]([CH3:50])[CH3:51].[OH2:46].[Pd+2:52]>>[c:2]1(-[c:32]2[cH:33][cH:34][c:35]([OH:38])[cH:36][cH:37]2)[cH:3][n:4][c:5]2[n:6]1[cH:7][c:8]([CH3:23])[n:9][c:10]2[NH:11][CH2:12][c:13]1[cH:14][cH:15][c:16]([S:19](=[O:20])(=[O:21])[NH2:22])[cH:17][cH:18]1. Product: O=[N+]([O-])c1cc2nc(O)c(O)nc2c2[nH]nnc12. Reactants: [K+], O=[N+]([O-])[O-], Oc1nc2ccc3nn[nH]c3c2nc1O, O=S(=O)(O)O. RXN SMILES: [K+:1].[O-:2][N+:3]([O-:4])=[O:5].[OH:6][c:7]1[n:8][c:9]2[cH:10][cH:11][c:12]3[c:13]([c:14]2[n:15][c:16]1[OH:17])[nH:18][n:19][n:20]3.[S:21](=[O:22])(=[O:23])([OH:24])[OH:25]>>[O-:2][N+:3](=[O:5])[c:11]1[cH:10][c:9]2[n:8][c:7]([OH:6])[c:16]([OH:17])[n:15][c:14]2[c:13]2[c:12]1[n:20][n:19][nH:18]2. The reactants are NC1=NC(=NC=C1)SCC#CCN1C(C=2C(C1=O)=CC=CC2)=O (4-amino-2-(4-phthalimidobut-2-ynylthio)pyrimidine), FC(CN=C=S)(F)F (2,2,2-trifluoroethylisothiocyanate). The solvent is CN(C)C=O (DMF). Reaction conditions: time 72 hour. Yields the product FC(CNC(NC1=NC(=NC=C1)SCC#CCN1C(C=2C(C1=O)=CC=CC2)=O)=S)(F)F (4-[3-(2,2,2-trifluoroethyl)thioureido]-2-(4-phthalimidobut-2-ynylthio)pyrimidine). Yield: 23.2%. Reaction SMILES: [NH2:1][C:2]1[CH:7]=[CH:6][N:5]=[C:4]([S:8][CH2:9][C:10]#[C:11][CH2:12][N:13]2[C:17](=[O:18])[C:16]3=[CH:19][CH:20]=[CH:21][CH:22]=[C:15]3[C:14]2=[O:23])[N:3]=1.[F:24][C:25]([F:31])([F:30])[CH2:26][N:27]=[C:28]=[S:29]>CN(C=O)C>[F:24][C:25]([F:31])([F:30])[CH2:26][NH:27][C:28](=[S:29])[NH:1][C:2]1[CH:7]=[CH:6][N:5]=[C:4]([S:8][CH2:9][C:10]#[C:11][CH2:12][N:13]2[C:14](=[O:23])[C:15]3=[CH:22][CH:21]=[CH:20][CH:19]=[C:16]3[C:17]2=[O:18])[N:3]=1. Procedure details: A mixture of 4-amino-2-(4-phthalimidobut-2-ynylthio)pyrimidine (1.2 g.), 2,2,2-trifluoroethylisothiocyanate (0.85 g.) and DMF (10 ml.) was stirred at 70° for 72 hours. The mixture was evaporated to dryness, and the residue stirred with N aqueous HCl and then filtered to give 4-[3-(2,2,2-trifluoroethyl)thioureido]-2-(4-phthalimidobut-2-ynylthio)pyrimidine (0.4 g.), m.p. 124°-127°. Reactants: Cl (hydrochloric acid), OCCN1CCNCC1 (1-(2-hydroxyethyl)piperazine), C(=O)O (formic acid), C=O (formaldehyde). Reaction conditions: temperature 0 celsius, time 15 minute. The product is Cl.Cl.CN1CCN(CC1)CCO (4-Methyl-1-(2-hydroxyethyl)piperazine dihydrochloride). Yield: 76.0%. RXN SMILES: [OH:1][CH2:2][CH2:3][N:4]1[CH2:9][CH2:8][NH:7][CH2:6][CH2:5]1.[CH:10](O)=O.C=O.[ClH:15]>>[ClH:15].[ClH:15].[CH3:10][N:7]1[CH2:8][CH2:9][N:4]([CH2:3][CH2:2][OH:1])[CH2:5][CH2:6]1 |f:4.5.6|. Procedure details: A total of 100 g (0.77 mol) of 1-(2-hydroxyethyl)piperazine was added dropwise to a stirred solution of 78.6 g (1.54 mol) of 90% formic acid at 0° C. To the resulting solution, 63.2 g (0.77 mol) of 37% formaldehyde was added dropwise. The solution was stirred at 0° C. for 15 minutes and heated on a stream bath for 3 hours. The solution was acidified with 150 ml of concentrated hydrochloric acid. The water was removed and the resulting residue dissolved in 200 ml of 25% NaOH, and extracted with c... The reactants are COC(=O)C1=C(O)c2c(c3ccccc3n2C)S(=O)(=O)N1C, Cc1nc(N)sc1C. Yields the product Cc1nc(NC(=O)C2=C(O)c3c(c4ccccc4n3C)S(=O)(=O)N2C)sc1C. RXN SMILES: [CH3:1][N:2]1[S:3](=[O:21])(=[O:22])[c:4]2[c:5]([n:6]([CH3:13])[c:7]3[cH:8][cH:9][cH:10][cH:11][c:12]23)[C:14]([OH:20])=[C:15]1[C:16]([O:18][CH3:17])=[O:19].[NH2:23][c:24]1[s:25][c:26]([CH3:30])[c:27]([CH3:29])[n:28]1>>[CH3:1][N:2]1[S:3](=[O:21])(=[O:22])[c:4]2[c:5]([n:6]([CH3:13])[c:7]3[cH:8][cH:9][cH:10][cH:11][c:12]23)[C:14]([OH:20])=[C:15]1[C:16](=[O:18])[NH:23][c:24]1[s:25][c:26]([CH3:30])[c:27]([CH3:29])[n:28]1. The reactants are Clc1ccc2nonc2n1, CC(C)(O)c1cc(F)c(-c2cc(C(N)=O)c(N)s2)c(F)c1. Yields the product CC(C)(O)c1cc(F)c(-c2cc(C(N)=O)c(Nc3ccc4nonc4n3)s2)c(F)c1. Reaction SMILES: [Cl:22][c:23]1[cH:24][cH:25][c:26]2[c:27]([n:28]1)[n:29][o:30][n:31]2.[NH2:1][c:2]1[s:3][c:4](-[c:10]2[c:11]([F:21])[cH:12][c:13]([C:17]([CH3:18])([CH3:19])[OH:20])[cH:14][c:15]2[F:16])[cH:5][c:6]1[C:7](=[O:8])[NH2:9]>>[NH:1]([c:2]1[s:3][c:4](-[c:10]2[c:11]([F:21])[cH:12][c:13]([C:17]([CH3:18])([CH3:19])[OH:20])[cH:14][c:15]2[F:16])[cH:5][c:6]1[C:7](=[O:8])[NH2:9])[c:23]1[cH:24][cH:25][c:26]2[c:27]([n:28]1)[n:29][o:30][n:31]2.